From a dataset of the Open Reaction Database (ORD), a public repository of structured organic reaction records. describe an organic reaction: reactants, conditions, products, and yield Starting materials: O=C(O)CC1CCC1, Cl, Cl, Cl, NC1CCC(CCN2CCN(c3nccc4c3OCC4)CC2)CC1. The product is O=C(CC1CCC1)NC1CCC(CCN2CCN(c3nccc4c3OCC4)CC2)CC1. RXN SMILES: [CH:28]1([CH2:32][C:33](=[O:34])[OH:35])[CH2:29][CH2:30][CH2:31]1.[ClH:1].[ClH:2].[ClH:3].[O:4]1[CH2:5][CH2:6][c:7]2[c:8]1[c:9]([N:13]1[CH2:14][CH2:15][N:16]([CH2:19][CH2:20][CH:21]3[CH2:22][CH2:23][CH:24]([NH2:27])[CH2:25][CH2:26]3)[CH2:17][CH2:18]1)[n:10][cH:11][cH:12]2>>[O:4]1[CH2:5][CH2:6][c:7]2[c:8]1[c:9]([N:13]1[CH2:14][CH2:15][N:16]([CH2:19][CH2:20][CH:21]3[CH2:22][CH2:23][CH:24]([NH:27][C:33]([CH2:32][CH:28]4[CH2:29][CH2:30][CH2:31]4)=[O:34])[CH2:25][CH2:26]3)[CH2:17][CH2:18]1)[n:10][cH:11][cH:12]2. Starting materials: C1(CCCO1)=O (Butyrolactone), [Cl-].[Al+3].[Cl-].[Cl-] (aluminum chloride), C1=CC=CC=C1 (benzene), [OH-].[Na+] (sodium hydroxide). Conditions: temperature 50 celsius, time 10 minute. Yields the product C1(=CC=CC=C1)CCCC(=O)O (4-phenylbutyric acid). Yield: 93.7%. RXN SMILES: [Cl-].[Al+3].[Cl-].[Cl-].[C:5]1(=[O:10])[O:9][CH2:8][CH2:7][CH2:6]1.[OH-].[Na+].[CH:13]1[CH:18]=[CH:17][CH:16]=[CH:15][CH:14]=1>>[C:13]1([CH2:8][CH2:7][CH2:6][C:5]([OH:9])=[O:10])[CH:18]=[CH:17][CH:16]=[CH:15][CH:14]=1 |f:0.1.2.3,5.6|. Procedure details: Powdered aluminum chloride (200 g) was added to benzene (400 g) and stirred for 10 min at 50° C. Butyrolactone (86 g) was added in small portions. The temperature was maintained between 50 and 60° C. for 90 min and then the reaction mixture was added, with stirring, to a mixture of ice and 5% sodium hydroxide. The temperature was maintained below 35° C. and the pH was maintained between 9 and 9.5 for 2 hr. The mixture was filtered under vacuum. Phenylbutyric acid was precipitated from the aqueou...